The task is: describe an organic reaction: reactants, conditions, products, and yield. This data is from the Open Reaction Database (ORD), a public repository of structured organic reaction records. The reactants are C(C1=CC=CC=C1)OC(=O)N1C(O[C@H]([C@@H]1CC(C)C)C=O)(C)C ((4S,5R)-3-benzyloxycarbonyl-2,2-dimethyl-5-formyl-4-isobutyloxazolidine), [Cl-].[Li+] (lithium chloride), Cl (hydrochloric acid), C(C)OP(=O)(OCC)C(C(=O)OCC)CCC(CC)OC1OCCCC1 (ethyl 2-diethylphosphono-5-(2-tetrahydropyranyloxy)heptanoate), C1(=NNCCCCCCCC1)C1=CCCCCCCCCC1 (diazabicycloundecene). Run in O1CCCC1 (tetrahydrofuran), O1CCCC1 (tetrahydrofuran), O1CCCC1 (tetrahydrofuran), O1CCCC1 (tetrahydrofuran). Run at temperature 0 celsius. Yields the product C(C1=CC=CC=C1)OC(=O)N1C(O[C@H]([C@@H]1CC(C)C)C=C(C(=O)OCC)CCCOC1OCCCC1)(C)C (ethyl 3-[(4S,5S)-3-benzyloxycarbonyl-2,2-dimethyl-4-isobutyloxazolidine- 5-yl]-2-[3-(2-tetrahydropyranyloxy)propyl]-2-propenoate). Yield: 84.3%. RXN SMILES: [Cl-].[Li+].C(OP([CH:11]([CH2:17][CH2:18][CH:19]([O:22][CH:23]1[CH2:28][CH2:27][CH2:26][CH2:25][O:24]1)CC)[C:12]([O:14][CH2:15][CH3:16])=[O:13])(OCC)=O)C.C1(C2CCCCCCCCCC=2)CCCCCCCCNN=1.[CH2:51]([O:58][C:59]([N:61]1[C@@H:65]([CH2:66][CH:67]([CH3:69])[CH3:68])[C@H:64]([CH:70]=O)[O:63][C:62]1([CH3:73])[CH3:72])=[O:60])[C:52]1[CH:57]=[CH:56][CH:55]=[CH:54][CH:53]=1.Cl>O1CCCC1>[CH2:51]([O:58][C:59]([N:61]1[C@@H:65]([CH2:66][CH:67]([CH3:68])[CH3:69])[C@H:64]([CH:70]=[C:11]([CH2:17][CH2:18][CH2:19][O:22][CH:23]2[CH2:28][CH2:27][CH2:26][CH2:25][O:24]2)[C:12]([O:14][CH2:15][CH3:16])=[O:13])[O:63][C:62]1([CH3:72])[CH3:73])=[O:60])[C:52]1[CH:53]=[CH:54][CH:55]=[CH:56][CH:57]=1 |f:0.1|. Procedure: 63.4 mg of lithium chloride was suspended in 5 ml of dry tetrahydrofuran under an argon gas stream. A solution prepared by dissolving 546 mg of ethyl 2-diethylphosphono-5-(2-tetrahydropyranyloxy)heptanoate in 0.6 ml of dry tetrahydrofuran, was added thereto under stirring. The mixture was stirred for five minutes at room temperature, and then 1.4 ml of a 20% dry tetrahydrofuran solution of diazabicycloundecene was added. The mixture was stirred for 10 minutes at room temperature. Then, a solutio... Starting materials: COCOc1c(C(F)(F)F)ccc(CO)c1C(OC)OC, C=CCOC(=O)Cc1ccc(-c2ccc(O)cc2)cc1F. Yields the product C=CCOC(=O)Cc1ccc(-c2ccc(OCc3ccc(C(F)(F)F)c(OCOC)c3C(OC)OC)cc2)cc1F. As a reaction SMILES: [CH3:22][O:23][CH:24]([c:25]1[c:26]([CH2:39][OH:40])[cH:27][cH:28][c:29]([C:35]([F:36])([F:37])[F:38])[c:30]1[O:31][CH2:32][O:33][CH3:34])[O:41][CH3:42].[F:1][c:2]1[cH:3][c:4](-[c:15]2[cH:16][cH:17][c:18]([OH:21])[cH:19][cH:20]2)[cH:5][cH:6][c:7]1[CH2:8][C:9](=[O:10])[O:11][CH2:12][CH:13]=[CH2:14]>>[F:1][c:2]1[cH:3][c:4](-[c:15]2[cH:16][cH:17][c:18]([O:21][CH2:39][c:26]3[c:25]([CH:24]([O:23][CH3:22])[O:41][CH3:42])[c:30]([O:31][CH2:32][O:33][CH3:34])[c:29]([C:35]([F:36])([F:37])[F:38])[cH:28][cH:27]3)[cH:19][cH:20]2)[cH:5][cH:6][c:7]1[CH2:8][C:9](=[O:10])[O:11][CH2:12][CH:13]=[CH2:14]. The reactants are Cl.Cl.COC([C@H](CC1=CC=C(C=C1)C1=C(C(=NC=C1)C)C)NC(=O)[C@H]1NCC=2C=C3C(=CC2C1)OC[C@@H](O3)C3=CC=C(C=C3)OCC3CCCCC3)=O ((S)-2-{[(3S,8S)-3-(4-Cyclohexylmethoxy-phenyl)-2,3,6,7,8,9-hexahydro-[1,4]dioxino[2,3-g]isoquinoline-8-carbonyl]-amino}-3-[4-(2,3-dimethyl-pyridin-4-yl)-phenyl]-propionic acid methyl ester di hydrochloride), C(C1=CC=CC=C1)(=O)Cl (benzoyl chloride). Solvent: CCOC(=O)C (EtOAc), C(=O)(O)[O-].[Na+] (NaHCO3). Reaction conditions: time 1 hour. Product: C(C1=CC=CC=C1)(=O)N1CC=2C=C3C(=CC2C[C@H]1C(=O)N[C@H](C(=O)O)CC1=CC=C(C=C1)C1=C(C(=NC=C1)C)C)OC[C@@H](O3)C3=CC=C(C=C3)OCC3CCCCC3 ((S)-2-{[(3S,8S)-7-Benzoyl-3-(4-cyclohexylmethoxy-phenyl)-2,3,6,7,8,9-hexahydro-[1,4]dioxino[2,3-g]isoquinoline-8-carbonyl]-amino}-3-[4-(2,3-dimethyl-pyridin-4-yl)-phenyl]-propionic acid). RXN SMILES: Cl.Cl.C[O:4][C:5](=[O:53])[C@@H:6]([NH:22][C:23]([C@@H:25]1[CH2:34][C:33]2[CH:32]=[C:31]3[O:35][CH2:36][C@H:37]([C:39]4[CH:44]=[CH:43][C:42]([O:45][CH2:46][CH:47]5[CH2:52][CH2:51][CH2:50][CH2:49][CH2:48]5)=[CH:41][CH:40]=4)[O:38][C:30]3=[CH:29][C:28]=2[CH2:27][NH:26]1)=[O:24])[CH2:7][C:8]1[CH:13]=[CH:12][C:11]([C:14]2[CH:19]=[CH:18][N:17]=[C:16]([CH3:20])[C:15]=2[CH3:21])=[CH:10][CH:9]=1.[C:54](Cl)(=[O:61])[C:55]1[CH:60]=[CH:59][CH:58]=[CH:57][CH:56]=1>CCOC(C)=O.C([O-])(O)=O.[Na+]>[C:54]([N:26]1[C@H:25]([C:23]([NH:22][C@@H:6]([CH2:7][C:8]2[CH:9]=[CH:10][C:11]([C:14]3[CH:19]=[CH:18][N:17]=[C:16]([CH3:20])[C:15]=3[CH3:21])=[CH:12][CH:13]=2)[C:5]([OH:4])=[O:53])=[O:24])[CH2:34][C:33]2[CH:32]=[C:31]3[O:35][CH2:36][C@H:37]([C:39]4[CH:40]=[CH:41][C:42]([O:45][CH2:46][CH:47]5[CH2:52][CH2:51][CH2:50][CH2:49][CH2:48]5)=[CH:43][CH:44]=4)[O:38][C:30]3=[CH:29][C:28]=2[CH2:27]1)(=[O:61])[C:55]1[CH:60]=[CH:59][CH:58]=[CH:57][CH:56]=1 |f:0.1.2,5.6|. Reported procedure: (S)-2-{[(3S,8S)-3-(4-Cyclohexylmethoxy-phenyl)-2,3,6,7,8,9-hexahydro-[1,4]dioxino[2,3-g]isoquinoline-8-carbonyl]-amino}-3-[4-(2,3-dimethyl-pyridin-4-yl)-phenyl]-propionic acid methyl ester di hydrochloride was dissolved in 1:1 EtOAc and saturated aqueous NaHCO3 and benzoyl chloride (3 eq) added. After stirring at room temperature for 1 hour, the layers were separated and the organic layer was dried over Na2SO4 and evaporated. The residue was purified over silica (hexanes to 8:2 hexanes-EtOAc to ... The reactants are C(=O)(OCC1=CC=CC=C1)N1[C@H](C(=O)O)CC(C1)(CCCC1=CC=CC=C1)O (N-carbobenzyloxy-4-hydroxy-4-(phenylpropyl)-L-proline), C(=O)(OCC1=CC=CC=C1)N1[C@H](C(=O)O)CC(C1)(CCCC1=CC=CC=C1)O (N-Carbobenzyloxy-4-hydroxy-4-(phenylpropyl)-L-proline), C(C)(=O)SCCC(=O)N1[C@H](C(=O)O)CC(C1)(CCCC1=CC=CC=C1)O (1-[3-(Acetylthio)-1-oxopropyl]-4-hydroxy-4-(phenylpropyl)-L-proline). Product: OC1(C[C@H](NC1)C(=O)O)CCCC1=CC=CC=C1 (4-hydroxy-4-(phenylpropyl)-L-proline). As a reaction SMILES: C([N:11]1[CH2:18][C:17]([OH:28])([CH2:19][CH2:20][CH2:21][C:22]2[CH:27]=[CH:26][CH:25]=[CH:24][CH:23]=2)[CH2:16][C@H:12]1[C:13]([OH:15])=[O:14])(OCC1C=CC=CC=1)=O.C(SCCC(N1CC(O)(CCCC2C=CC=CC=2)C[C@H]1C(O)=O)=O)(=O)C>>[OH:28][C:17]1([CH2:19][CH2:20][CH2:21][C:22]2[CH:23]=[CH:24][CH:25]=[CH:26][CH:27]=2)[CH2:18][NH:11][C@H:12]([C:13]([OH:15])=[O:14])[CH2:16]1. Procedure details: The N-carbobenzyloxy-4-hydroxy-4-(phenylpropyl)-L-proline from part (a) is hydrogenated according to the procedure of Example 1 (b) to yield 4-hydroxy-4-(phenylpropyl)-L-proline. This amino acid is reacted with 3-acetylthiopropionyl chloride according to the procedure of Example 1 (c) to yield 1-[3-(acetylthio)-1-oxopropyl]-4-hydroxy-4-(phenylpropyl)-L-proline. The reactants are COC(=O)C1c2ccc(OCCCN3CCN(C)CC3)cc2CCN1S(=O)(=O)c1ccc(Oc2ccc(F)cc2)cc1, COC(=O)C1c2ccc(O)cc2CCN1S(=O)(=O)c1ccc(Oc2ccc(OC)cc2)cc1, OCCn1ccnc1. Yields the product COC(=O)C1c2ccc(OCCn3ccnc3)cc2CCN1S(=O)(=O)c1ccc(Oc2ccc(OC)cc2)cc1. As a reaction SMILES: [F:42][c:43]1[cH:44][cH:45][c:46]([O:47][c:48]2[cH:49][cH:50][c:51]([S:52]([N:53]3[CH2:54][CH2:55][c:56]4[c:57]([cH:58][cH:59][c:60]([O:61][CH2:62][CH2:63][CH2:64][N:65]5[CH2:66][CH2:67][N:68]([CH3:69])[CH2:70][CH2:71]5)[cH:72]4)[CH:73]3[C:74]([O:75][CH3:76])=[O:77])(=[O:78])=[O:79])[cH:80][cH:81]2)[cH:82][cH:83]1.[OH:1][c:2]1[cH:3][c:4]2[c:9]([cH:10][cH:11]1)[CH:8]([C:12](=[O:13])[O:14][CH3:15])[N:7]([S:16](=[O:17])(=[O:18])[c:19]1[cH:20][cH:21][c:22]([O:25][c:26]3[cH:27][cH:28][c:29]([O:32][CH3:33])[cH:30][cH:31]3)[cH:23][cH:24]1)[CH2:6][CH2:5]2.[n:34]1([CH2:39][CH2:40][OH:41])[cH:35][n:36][cH:37][cH:38]1>>[O:1]([c:2]1[cH:3][c:4]2[c:9]([cH:10][cH:11]1)[CH:8]([C:12](=[O:13])[O:14][CH3:15])[N:7]([S:16](=[O:17])(=[O:18])[c:19]1[cH:20][cH:21][c:22]([O:25][c:26]3[cH:27][cH:28][c:29]([O:32][CH3:33])[cH:30][cH:31]3)[cH:23][cH:24]1)[CH2:6][CH2:5]2)[CH2:40][CH2:39][n:34]1[cH:35][n:36][cH:37][cH:38]1. The reactants are C(=O)(O)[O-].[Na+] (NaHCO3), BrC1=CC(=NC=C1)N(C(OC(C)(C)C)=O)C(=O)C1CC1 (tert-butyl N-(4-bromo-2-pyridyl)-N-(cyclopropanecarbonyl)carbamate), O (water), FC(C(=O)O)(F)F (trifluoroacetic acid). Run in C(Cl)Cl (DCM). Yields the product BrC1=CC(=NC=C1)NC(=O)C1CC1 (N-(4-bromo-2-pyridyl)cyclopropanecarboxamide). Yield: 99.3%. As a reaction SMILES: [Br:1][C:2]1[CH:7]=[CH:6][N:5]=[C:4]([N:8]([C:16]([CH:18]2[CH2:20][CH2:19]2)=[O:17])C(=O)OC(C)(C)C)[CH:3]=1.FC(F)(F)C(O)=O.O.C([O-])(O)=O.[Na+]>C(Cl)Cl>[Br:1][C:2]1[CH:7]=[CH:6][N:5]=[C:4]([NH:8][C:16]([CH:18]2[CH2:19][CH2:20]2)=[O:17])[CH:3]=1 |f:3.4|. Reported procedure: Dissolve tert-butyl N-(4-bromo-2-pyridyl)-N-(cyclopropanecarbonyl)carbamate (900 mg, 2.8 mmol) in DCM (8 mL), add slowly trifluoroacetic acid (4 mL). Stir the reaction at room temperature for 3 hrs. Pour the reaction mixture to water (50 mL), adjust to pH=7 with saturated NaHCO3 solution. Extract with EtOAc (15 mL×3), combine the organic layers; wash with brine (100 mL), dry over anhydrous Na2SO4. Concentrate under reduced pressure to give the crude product (670 mg) which is used without further... Reactants: N-(4-chloro-3-pyridinyl)-2-(2,6-difluorophenyl)imidazo[1,5-b]pyridazin-7-amine PMe3, N(=[N+]=[N-])CC=1N=NC(=CC1)C1=C(C=CC=C1F)F (3-(azidomethyl)-6-(2,6-difluorophenyl)pyridazine), ClC1=C(C=NC=C1)N=C=S (4-chloro-3-isothiocyanatopyridine). Run in C1CCOC1 (THF), C1CCOC1 (THF), CCOC(=O)C (EtOAc). Run at time 15 minute. The product is ClC1=C(C=NC=C1)NC1=NC=C2N1N=C(C=C2)C2=C(C=CC=C2F)F (N-(4-chloro-3-pyridinyl)-2-(2,6-difluorophenyl)-imidazo[1,5-b]pyridazin-7-amine). Isolated yield 53.9%. RXN SMILES: [N:1]([CH2:4][C:5]1[N:6]=[N:7][C:8]([C:11]2[C:16]([F:17])=[CH:15][CH:14]=[CH:13][C:12]=2[F:18])=[CH:9][CH:10]=1)=[N+]=[N-].[Cl:19][C:20]1[CH:25]=[CH:24][N:23]=[CH:22][C:21]=1[N:26]=[C:27]=S>C1COCC1.CCOC(C)=O>[Cl:19][C:20]1[CH:25]=[CH:24][N:23]=[CH:22][C:21]=1[NH:26][C:27]1[N:6]2[N:7]=[C:8]([C:11]3[C:16]([F:17])=[CH:15][CH:14]=[CH:13][C:12]=3[F:18])[CH:9]=[CH:10][C:5]2=[CH:4][N:1]=1. Procedure details: N-(4-chloro-3-pyridinyl)-2-(2,6-difluorophenyl)imidazo[1,5-b]pyridazin-7-amine PMe3 (0.62 mL of 1.0 M solution in THF, 0.62 mmol) was added dropwise to a solution of 3-(azidomethyl)-6-(2,6-difluorophenyl)pyridazine (Preparation I, 140 mg, 0.57 mmol) in THF (2.5 mL) at RT. The reaction turned purple and an evolution of gas was observed. It was stirred for 15 min at RT. A solution of 4-chloro-3-isothiocyanatopyridine (Preparation XXIV, 106 mg, 0.62 mmol) in THF (1 mL) was added. After 15 min at RT... The reactants are B, COC(=O)c1ccc(Br)c(NC(=O)C(C)(C)C)c1[N+](=O)[O-], CSC, Cc1ccccc1, [Na+], O=C([O-])O. Product: COC(=O)c1ccc(Br)c(NCC(C)(C)C)c1[N+](=O)[O-]. RXN SMILES: [BH3:25].[Br:1][c:2]1[c:3]([NH:15][C:16]([C:17]([CH3:18])([CH3:19])[CH3:20])=[O:21])[c:4]([N+:12](=[O:13])[O-:14])[c:5]([C:6](=[O:7])[O:8][CH3:9])[cH:10][cH:11]1.[CH3:22][S:23][CH3:24].[CH3:31][c:32]1[cH:33][cH:34][cH:35][cH:36][cH:37]1.[Na+:30].[O-:26][C:27]([OH:28])=[O:29]>>[Br:1][c:2]1[c:3]([NH:15][CH2:16][C:17]([CH3:18])([CH3:19])[CH3:20])[c:4]([N+:12](=[O:13])[O-:14])[c:5]([C:6](=[O:7])[O:8][CH3:9])[cH:10][cH:11]1. The reactants are Tween 81, [OH-] (hydroxide), Teflon, C(C=C)(=O)[O-].[Na+] (sodium acrylate), CCCCCCCCCCCCCCCCCC(=O)OC[C@H]([C@@H]1[C@@H]([C@H](CO1)O)O)O (Span 60), 2L, C(C=C)(=O)O (acrylic acid). Run in [OH-].[Na+] (sodium hydroxide), O (water), C1CCCCC1 (Cyclohexane). Run at time 2 hour. The product is C(C1CO1)OCCOCC1CO1 (ethylene glycol diglycidyl ether). Reaction SMILES: CCCCCCCCCCCCCCCCCC(OC[C@@H:22]([OH:30])[C@H:23]1[O:27][CH2:26][C@H:25](O)[C@H:24]1[OH:29])=O.[OH-].[C:32]([OH:36])(=O)[CH:33]=[CH2:34].C([O-])(=O)C=C.[Na+]>[OH-].[Na+].O.C1CCCCC1>[CH2:34]([O:30][CH2:22][CH2:23][O:27][CH2:26][CH:25]1[O:29][CH2:24]1)[CH:33]1[O:36][CH2:32]1 |f:3.4,5.6|. Reported procedure: Cyclohexane (850 ml), Tween 81® (3.30 g) and Span 60® 1.10 g) were placed in a 2L resin kettle equipped with a mechanical stirrer, Teflon® stir paddle, thermometer, condenser, and a nitrogen inlet. This surfactant system has an HLB of 8.7. In a 500 ml Erlenmeyer flask, sodium hydroxide (41.5 g) was dissolved in water (140 ml). The aqeous hydroxide solution was cooled to 5° C. and acrylic acid 95.0 ml) was added. The sodium acrylate solution was introduced into the resin kettle and the reaction v...